This data is from the Open Reaction Database (ORD), a public repository of structured organic reaction records. The task is: describe an organic reaction: reactants, conditions, products, and yield Starting materials: Clc1snc(-c2ccccc2)c1Br, O=C([O-])[O-], CN(C)C=O, [Cs+], [Cs+], Cc1ccc(Cl)cc1N, O. Product: Cc1cc(Oc2snc(-c3ccccc3)c2Br)c(Cl)cc1N. RXN SMILES: [Br:1][c:2]1[c:3](-[c:8]2[cH:9][cH:10][cH:11][cH:12][cH:13]2)[n:4][s:5][c:6]1[Cl:7].[C:23]([O-:24])(=[O:25])[O-:26].[CH3:29][N:30]([CH3:31])[CH:32]=[O:33].[Cs+:27].[Cs+:28].[NH2:14][c:15]1[cH:16][c:17]([Cl:22])[cH:18][cH:19][c:20]1[CH3:21].[OH2:34]>>[Br:1][c:2]1[c:3](-[c:8]2[cH:9][cH:10][cH:11][cH:12][cH:13]2)[n:4][s:5][c:6]1[O:24][c:18]1[c:17]([Cl:22])[cH:16][c:15]([NH2:14])[c:20]([CH3:21])[cH:19]1. The reactants are COc1cc2c(NC(=O)Nc3c(C)cccc3C)ncnc2cc1OCCCN1CCC(CNC(=O)OC(C)(C)C)CC1, O=C(O)C(F)(F)F. The product is COc1cc2c(NC(=O)Nc3c(C)cccc3C)ncnc2cc1OCCCN1CCC(CN)CC1. As a reaction SMILES: [C:1]([O:2][C:3](=[O:4])[NH:8][CH2:9][CH:10]1[CH2:11][CH2:12][N:13]([CH2:16][CH2:17][CH2:18][O:19][c:20]2[c:21]([O:42][CH3:43])[cH:22][c:23]3[c:24]([NH:30][C:31](=[O:32])[NH:33][c:34]4[c:35]([CH3:41])[cH:36][cH:37][cH:38][c:39]4[CH3:40])[n:25][cH:26][n:27][c:28]3[cH:29]2)[CH2:14][CH2:15]1)([CH3:5])([CH3:6])[CH3:7].[OH:44][C:45]([C:46]([F:47])([F:48])[F:49])=[O:50]>>[NH2:8][CH2:9][CH:10]1[CH2:11][CH2:12][N:13]([CH2:16][CH2:17][CH2:18][O:19][c:20]2[c:21]([O:42][CH3:43])[cH:22][c:23]3[c:24]([NH:30][C:31](=[O:32])[NH:33][c:34]4[c:35]([CH3:41])[cH:36][cH:37][cH:38][c:39]4[CH3:40])[n:25][cH:26][n:27][c:28]3[cH:29]2)[CH2:14][CH2:15]1. Starting materials: CCOCc1cc(O)cc2cc(-c3ccc(O)cc3)oc12, CC(C)O, CC(C)O. The product is CC(C)OCc1cc(O)cc2cc(-c3ccc(O)cc3)oc12. RXN SMILES: [CH2:1]([CH3:2])[O:3][CH2:4][c:5]1[cH:6][c:7]([OH:21])[cH:8][c:9]2[cH:10][c:11](-[c:14]3[cH:15][cH:16][c:17]([OH:20])[cH:18][cH:19]3)[o:12][c:13]12.[CH:22]([OH:23])([CH3:24])[CH3:25].[CH:26]([OH:27])([CH3:28])[CH3:29]>>[CH:1]([CH3:2])([O:3][CH2:4][c:5]1[cH:6][c:7]([OH:21])[cH:8][c:9]2[cH:10][c:11](-[c:14]3[cH:15][cH:16][c:17]([OH:20])[cH:18][cH:19]3)[o:12][c:13]12)[CH3:22].